From a dataset of the Open Reaction Database (ORD), a public repository of structured organic reaction records. describe an organic reaction: reactants, conditions, products, and yield Reactants: CCO, CCOC(=O)C=CC(C)Oc1ccc(Oc2ccc(C(F)(F)F)cc2)cc1, N. Yields the product CCOC(=O)CC(N)C(C)Oc1ccc(Oc2ccc(C(F)(F)F)cc2)cc1. RXN SMILES: [CH3:29][CH2:30][OH:31].[F:1][C:2]([c:3]1[cH:4][cH:5][c:6]([O:7][c:8]2[cH:9][cH:10][c:11]([O:12][CH:13]([CH:14]=[CH:15][C:16](=[O:17])[O:18][CH2:19][CH3:20])[CH3:21])[cH:22][cH:23]2)[cH:24][cH:25]1)([F:26])[F:27].[NH3:28]>>[F:1][C:2]([c:3]1[cH:4][cH:5][c:6]([O:7][c:8]2[cH:9][cH:10][c:11]([O:12][CH:13]([CH:14]([CH2:15][C:16](=[O:17])[O:18][CH2:19][CH3:20])[NH2:28])[CH3:21])[cH:22][cH:23]2)[cH:24][cH:25]1)([F:26])[F:27]. The reactants are CC#N, CCOC(C)=O, COc1ccc(F)c(NCC2(C)CCOCC2)n1, [I-], [Na+], [Na+], [Na+], O=C([O-])O, O=S(=O)([O-])O. The product is CC1(CNc2nc(O)ccc2F)CCOCC1. RXN SMILES: [CH3:27][C:28]#[N:29].[CH3:30][CH2:31][O:32][C:33]([CH3:34])=[O:35].[F:1][c:2]1[c:3]([NH:10][CH2:11][C:12]2([CH3:18])[CH2:13][CH2:14][O:15][CH2:16][CH2:17]2)[n:4][c:5]([O:8][CH3:9])[cH:6][cH:7]1.[I-:20].[Na+:19].[Na+:26].[Na+:40].[O-:36][C:37]([OH:38])=[O:39].[S:21](=[O:22])(=[O:23])([OH:24])[O-:25]>>[F:1][c:2]1[c:3]([NH:10][CH2:11][C:12]2([CH3:18])[CH2:13][CH2:14][O:15][CH2:16][CH2:17]2)[n:4][c:5]([OH:8])[cH:6][cH:7]1. The reactants are Cl, O=C(OCC1CC(OC2CCCCO2)C1)C12Cc3cnn(-c4ccc(F)cc4)c3C=C1CCN(S(=O)(=O)c1ccc(N3CCOCC3)nc1)C2, C1CCOC1, C1COCCO1. Product: O=C(OCC1CC(O)C1)C12Cc3cnn(-c4ccc(F)cc4)c3C=C1CCN(S(=O)(=O)c1ccc(N3CCOCC3)nc1)C2. Reaction SMILES: [ClH:51].[O:1]1[CH2:2][CH2:3][CH2:4][CH2:5][CH:6]1[O:7][CH:8]1[CH2:9][CH:10]([CH2:12][O:13][C:14](=[O:15])[C:16]23[CH2:17][c:18]4[c:19]([n:41](-[c:44]5[cH:45][cH:46][c:47]([F:50])[cH:48][cH:49]5)[n:42][cH:43]4)[CH:20]=[C:21]2[CH2:22][CH2:23][N:24]([S:26](=[O:27])(=[O:28])[c:29]2[cH:30][n:31][c:32]([N:35]4[CH2:36][CH2:37][O:38][CH2:39][CH2:40]4)[cH:33][cH:34]2)[CH2:25]3)[CH2:11]1.[O:52]1[CH2:53][CH2:54][CH2:55][CH2:56]1.[O:57]1[CH2:58][CH2:59][O:60][CH2:61][CH2:62]1>>[OH:7][CH:8]1[CH2:9][CH:10]([CH2:12][O:13][C:14](=[O:15])[C:16]23[CH2:17][c:18]4[c:19]([n:41](-[c:44]5[cH:45][cH:46][c:47]([F:50])[cH:48][cH:49]5)[n:42][cH:43]4)[CH:20]=[C:21]2[CH2:22][CH2:23][N:24]([S:26](=[O:27])(=[O:28])[c:29]2[cH:30][n:31][c:32]([N:35]4[CH2:36][CH2:37][O:38][CH2:39][CH2:40]4)[cH:33][cH:34]2)[CH2:25]3)[CH2:11]1. Reactants: NC1=C2N=C(N(C2=NC=N1)C[C@H](NC(=O)OC(C)(C)C)C(=O)OC1CCCC1)SC1=CC2=C(OCO2)C=C1I (cyclopentyl 3-{6-amino-8-[(6-iodo-1,3-benzodioxol-5-yl)thio]-9H-purin-9-yl}-N-(tert-butoxycarbonyl)-L-alaninate), C(=O)(C(F)(F)F)O (TFA). Solvent: C(Cl)Cl (DCM). The product is NC1=C2N=C(N(C2=NC=N1)C[C@H](N)C(=O)OC1CCCC1)SC1=CC2=C(OCO2)C=C1I (Cyclopentyl 3-{6-amino-8-[(6-iodo-1,3-benzodioxol-5-yl)thio]-9H-purin-9-yl}-L-alaninate). Isolated yield 78.2%. Reaction SMILES: [NH2:1][C:2]1[N:10]=[CH:9][N:8]=[C:7]2[C:3]=1[N:4]=[C:5]([S:29][C:30]1[C:38]([I:39])=[CH:37][C:33]3[O:34][CH2:35][O:36][C:32]=3[CH:31]=1)[N:6]2[CH2:11][C@@H:12]([C:21]([O:23][CH:24]1[CH2:28][CH2:27][CH2:26][CH2:25]1)=[O:22])[NH:13]C(OC(C)(C)C)=O.C(O)(C(F)(F)F)=O>C(Cl)Cl>[NH2:1][C:2]1[N:10]=[CH:9][N:8]=[C:7]2[C:3]=1[N:4]=[C:5]([S:29][C:30]1[C:38]([I:39])=[CH:37][C:33]3[O:34][CH2:35][O:36][C:32]=3[CH:31]=1)[N:6]2[CH2:11][C@@H:12]([C:21]([O:23][CH:24]1[CH2:25][CH2:26][CH2:27][CH2:28]1)=[O:22])[NH2:13]. Procedure details: A solution of cyclopentyl 3-{6-amino-8-[(6-iodo-1,3-benzodioxol-5-yl)thio]-9H-purin-9-yl}-N-(tert-butoxycarbonyl)-L-alaninate (21 mg, 0.027 mmol) in TFA (250 μl, 3.24 mmol) and DCM (1 ml) was stirred at room temp for 2 h. LC-MS analysis showed complete formation of the product. The solvent was evaporated and the residue purified on SCX (0.5 g) to afford the title compound (12 mg) as a pale yellow solid. m/z 569 [M+H]+. 1H NMR (400 MHz, CHCl3-d) d: 8.31 (1H, s), 7.23 (1H, s), 6.93 (1H, s), 5.97 (... Starting materials: N1(C=NC2=NC=CC=C21)C2=CC(=C(S2)C(=O)OC)OCC2=C(C=CC=C2)C(F)(F)F (methyl 5-(1H-imidazo[4,5-b]pyridin-1-yl)-3-{[2-(trifluoromethyl)benzyl]oxy}thiophene-2-carboxylate), saturated solution, N (ammonia). The solvent is CO (methanol). Reaction conditions: temperature 130 celsius, time 12 hour. The product is N1(C=NC2=NC=CC=C21)C2=CC(=C(S2)C(=O)N)OCC2=C(C=CC=C2)C(F)(F)F (5-(1H-Imidazo[4,5-b]pyridin-1-yl)-3-{[2-(trifluoromethyl)benzyl]oxy}thio-phene-2-carboxamide). RXN SMILES: [N:1]1([C:10]2[S:14][C:13]([C:15]([O:17]C)=O)=[C:12]([O:19][CH2:20][C:21]3[CH:26]=[CH:25][CH:24]=[CH:23][C:22]=3[C:27]([F:30])([F:29])[F:28])[CH:11]=2)[C:9]2[C:4](=[N:5][CH:6]=[CH:7][CH:8]=2)[N:3]=[CH:2]1.[NH3:31]>CO>[N:1]1([C:10]2[S:14][C:13]([C:15]([NH2:31])=[O:17])=[C:12]([O:19][CH2:20][C:21]3[CH:26]=[CH:25][CH:24]=[CH:23][C:22]=3[C:27]([F:29])([F:28])[F:30])[CH:11]=2)[C:9]2[C:4](=[N:5][CH:6]=[CH:7][CH:8]=2)[N:3]=[CH:2]1. Procedure: A mixture of 2.50 g of methyl 5-(1H-imidazo[4,5-b]pyridin-1-yl)-3-{[2-(trifluoromethyl)benzyl]oxy}thiophene-2-carboxylate (compound B5a) and 250 ml of a saturated solution of ammonia in methanol was stirred in an autoclave at 130° C. for 12 h. The reaction mixture was allowed to cool down to room temperature, concentrated, and the resulting residue was purified by flash chromatography (neutral alumina oxide, eluents: ethyl acetate/methanol). After crystallization from acetonitrile the title comp... Reactants: NC(=S)N(CCC1=CC=C(OC(C(=O)OCC)(C)C)C=C1)CC1=CC=C(C=C1)C(F)(F)F (ethyl 2-[4-(2-{(aminocarbonothioyl)[4-(trifluoromethyl)benzyl]amino}ethyl)phenoxy]-2-methylpropanoate), BrCC(C(F)(F)F)=O (3-bromo-1,1,1-trifluoroacetone). Yields the product CC(C(=O)O)(C)OC1=CC=C(C=C1)CCN(C=1SC=C(N1)C(F)(F)F)CC1=CC=C(C=C1)C(F)(F)F (2-Methyl-2-[4-(2-{[4-(trifluoromethyl)benzyl][4-(trifluoromethyl)-1,3-thiazol-2-yl]amino}ethyl)phenoxy]propanoic acid). Reaction SMILES: [NH2:1][C:2]([N:4]([CH2:22][C:23]1[CH:28]=[CH:27][C:26]([C:29]([F:32])([F:31])[F:30])=[CH:25][CH:24]=1)[CH2:5][CH2:6][C:7]1[CH:21]=[CH:20][C:10]([O:11][C:12]([CH3:19])([CH3:18])[C:13]([O:15]CC)=[O:14])=[CH:9][CH:8]=1)=[S:3].Br[CH2:34][C:35](=O)[C:36]([F:39])([F:38])[F:37]>>[CH3:18][C:12]([O:11][C:10]1[CH:20]=[CH:21][C:7]([CH2:6][CH2:5][N:4]([CH2:22][C:23]2[CH:24]=[CH:25][C:26]([C:29]([F:31])([F:30])[F:32])=[CH:27][CH:28]=2)[C:2]2[S:3][CH:34]=[C:35]([C:36]([F:39])([F:38])[F:37])[N:1]=2)=[CH:8][CH:9]=1)([CH3:19])[C:13]([OH:15])=[O:14]. Reported procedure: Similarly prepared from ethyl 2-[4-(2-{(aminocarbonothioyl)[4-(trifluoromethyl)benzyl]amino}ethyl)phenoxy]-2-methylpropanoate and 3-bromo-1,1,1-trifluoroacetone.